From a dataset of the Open Reaction Database (ORD), a public repository of structured organic reaction records. describe an organic reaction: reactants, conditions, products, and yield The reactants are BrCCC(C)C (1-bromo-3-methylbutane), Cl (HCl), C(#N)C1=CC(=NC=C1)CC(C)C (4-cyano-2-isobutylpyridine), [OH-].[Na+] (NaOH), [Mg] (magnesium). The reagents and catalysts are BrC=CBr (dibromoethylene). The solvent is CCOCC (ether), CCOCC (ether), CCOCC (Et2O). Conditions: time 30 minute. Product: C(C(C)C)C1=NC=CC(=C1)CC(CC(C)C)=O (1-(2-Isobutyl-4-pyridyl)-4-methyl-pentanone). The yield is 75.0%. Reaction SMILES: [Mg].Br[CH2:3][CH2:4][CH:5]([CH3:7])[CH3:6].[C:8]([C:10]1[CH:15]=[CH:14][N:13]=[C:12]([CH2:16][CH:17]([CH3:19])[CH3:18])[CH:11]=1)#N.Cl.[OH-:21].[Na+]>BrC=CBr.CCOCC>[CH2:4]([C:3]1[CH:8]=[C:10]([CH2:11][C:12](=[O:21])[CH2:16][CH:17]([CH3:19])[CH3:18])[CH:15]=[CH:14][N:13]=1)[CH:5]([CH3:7])[CH3:6] |f:4.5|. Procedure: Anhydrous Et2O (30 mL) was added to magnesium turnings (1.114 g, 45.8 mmol) in a flame-dried flask. Addition of one drop of dibromoethylene was followed by slow addition of 1-bromo-3-methylbutane (5.895 g, 39.0 mmol) in 20 mL of anhydrous ether at a rate that kept the reaction mixture under reflux. Once the addition was completed the reaction was refluxed for 1 h and cooled to RT. The mixture was then added via cannula to a solution of 4-cyano-2-isobutylpyridine (3.000 g, 18.7 mmol) in 30 mL of ... Starting materials: Cl.NC1=NN2C(N(C(=C([C@H]2C2=CC=C(C=C2)C#N)C#N)C)C2=CC(=CC=C2)C(F)(F)F)=N1 ((7R)-2-amino-7-(4-cyanophenyl)-5-methyl-4-[3-(trifluoromethyl)phenyl]-4,7-dihydro[1,2,4]triazolo[1,5-a]pyrimidine-6-carbonitrile hydrochloride), C1(CCC1)C(=O)Cl (cyclobutanecarbonyl chloride). Run in N1=CC=CC=C1 (pyridine). Reaction conditions: time 12 hour. Product: C(#N)C1=C(N(C=2N([C@@H]1C1=CC=C(C=C1)C#N)N=C(N2)NC(=O)C2CCC2)C2=CC(=CC=C2)C(F)(F)F)C (N-{(7R)-6-Cyano-7-(4-cyanophenyl)-5-methyl-4-[3-(trifluoromethyl)phenyl]-4,7-dihydro[1,2,4]triazolo[1,5-a]pyrimidin-2-yl}cyclobutanecarboxamide). Reaction SMILES: Cl.[NH2:2][C:3]1[N:32]=[C:6]2[N:7]([C:22]3[CH:27]=[CH:26][CH:25]=[C:24]([C:28]([F:31])([F:30])[F:29])[CH:23]=3)[C:8]([CH3:21])=[C:9]([C:19]#[N:20])[C@@H:10]([C:11]3[CH:16]=[CH:15][C:14]([C:17]#[N:18])=[CH:13][CH:12]=3)[N:5]2[N:4]=1.[CH:33]1([C:37](Cl)=[O:38])[CH2:36][CH2:35][CH2:34]1>N1C=CC=CC=1>[C:19]([C:9]1[C@@H:10]([C:11]2[CH:16]=[CH:15][C:14]([C:17]#[N:18])=[CH:13][CH:12]=2)[N:5]2[N:4]=[C:3]([NH:2][C:37]([CH:33]3[CH2:36][CH2:35][CH2:34]3)=[O:38])[N:32]=[C:6]2[N:7]([C:22]2[CH:27]=[CH:26][CH:25]=[C:24]([C:28]([F:29])([F:31])[F:30])[CH:23]=2)[C:8]=1[CH3:21])#[N:20] |f:0.1|. Procedure details: Under an atmosphere of argon protective gas, (7R)-2-amino-7-(4-cyanophenyl)-5-methyl-4-[3-(trifluoromethyl)phenyl]-4,7-dihydro[1,2,4]triazolo[1,5-a]pyrimidine-6-carbonitrile hydrochloride (30 mg, 66 mmol) was dissolved in abs. pyridine (1.5 ml). At room temperature, cyclobutanecarbonyl chloride (23 mg, 193 mmol, 3 eq.) was added. After 12 h, analysis of the reaction by HPLC showed substantial conversion. The reaction mixture was concentrated under reduced pressure and purified by preparative HPL... Reaction SMILES: [CH3:1][C:2](=[CH:5][CH:6]=[C:7]([CH3:24])[CH:8]=[CH:9][CH:10]=[C:11]([CH3:23])[CH:12]=[CH:13][C:14]1[C:19]([CH3:21])([CH3:20])[CH2:18][CH2:17][CH2:16][C:15]=1[CH3:22])[CH2:3]O.C1(P(C2C=CC=CC=2)C2C=CC=CC=2)C=CC=CC=1.Br[N:45]1C(=O)CC[C:46]1=O>C1COCC1>[CH3:46][NH:45][CH2:3][C:2]([CH3:1])=[CH:5][CH:6]=[C:7]([CH3:24])[CH:8]=[CH:9][CH:10]=[C:11]([CH3:23])[CH:12]=[CH:13][C:14]1[C:19]([CH3:21])([CH3:20])[CH2:18][CH2:17][CH2:16][C:15]=1[CH3:22]. Run in C1CCOC1 (THF). Procedure: A solution of 2,5,9-trimethyl-11-(2,6,6-trimethyl-1-cyclohexen-1-yl)-2,4,6,8,10-undecapentaene-1-ol (3.2 g, 10 mmol) and triphenylphosphine (2.88 g, 11 mmol) in 20 ml of THF is stirred in an ice bath and 1.78 g (10 mmol) of N-bromosuccinimide is added in small portions over a period of one hour. After addition, the cooling bath is removed and the temperature of the reaction mixture is allowed to rise slowly to room temperature. The mixture is concentrated in vacuo and then diluted with a mixture... Product: CNCC(=CC=C(C=CC=C(C=CC1=C(CCCC1(C)C)C)C)C)C (1-methylamino-2,5,9-trimethyl-11-(2,6,6-trimethyl-1-cyclohexen-1-yl)-2,4,6,8,10-undecapentaene). Starting materials: CC(CO)=CC=C(C=CC=C(C=CC1=C(CCCC1(C)C)C)C)C (2,5,9-trimethyl-11-(2,6,6-trimethyl-1-cyclohexen-1-yl)-2,4,6,8,10-undecapentaene-1-ol), C1(=CC=CC=C1)P(C1=CC=CC=C1)C1=CC=CC=C1 (triphenylphosphine), BrN1C(CCC1=O)=O (N-bromosuccinimide). Run at time 18 hour. Starting materials: C([O-])(O)=O.[Na+] (sodium bicarbonate), N(=NC(C#N)(C)C)C(C#N)(C)C (azobisisobutyronitrile), C1(C=2C(C(N1)=O)=CC=CC2)=O.[K] (potassium phthalimide), CC=1C=C(C(=CC1)[N+](=O)[O-])CCC(C(=O)OCC)C(=O)OCC (diethyl 2-(3-methyl-6-nitrophenyl)ethylmalonate), BrN1C(CCC1=O)=O (N-bromosuccinimide), N(=NC(C#N)(C)C)C(C#N)(C)C (azobisisobutyronitrile). The solvent is C(Cl)(Cl)(Cl)Cl (carbon tetrachloride). Reaction conditions: time 5 hour. Product: C1(C=2C(C(N1CC=1C=C(C(=CC1)[N+](=O)[O-])CCC(C(=O)OCC)C(=O)OCC)=O)=CC=CC2)=O (Diethyl 2-(3-phthalimidomethyl-6-nitrophenyl)ethylmalonate). The yield is 17.6%. RXN SMILES: [CH3:1][C:2]1[CH:3]=[C:4]([CH2:11][CH2:12][CH:13]([C:19]([O:21][CH2:22][CH3:23])=[O:20])[C:14]([O:16][CH2:17][CH3:18])=[O:15])[C:5]([N+:8]([O-:10])=[O:9])=[CH:6][CH:7]=1.BrN1C(=O)CCC1=O.N(C(C)(C)C#N)=NC(C)(C)C#N.[C:44]1(=[O:54])[NH:48][C:47](=[O:49])[C:46]2=[CH:50][CH:51]=[CH:52][CH:53]=[C:45]12.[K].C(=O)(O)[O-].[Na+]>C(Cl)(Cl)(Cl)Cl>[C:44]1(=[O:54])[N:48]([CH2:1][C:2]2[CH:3]=[C:4]([CH2:11][CH2:12][CH:13]([C:19]([O:21][CH2:22][CH3:23])=[O:20])[C:14]([O:16][CH2:17][CH3:18])=[O:15])[C:5]([N+:8]([O-:10])=[O:9])=[CH:6][CH:7]=2)[C:47](=[O:49])[C:46]2=[CH:50][CH:51]=[CH:52][CH:53]=[C:45]12 |f:3.4,5.6,^1:54|. Procedure details: A mixture of diethyl 2-(3-methyl-6-nitrophenyl)ethylmalonate (2.7 g, 8.35 mmol), N-bromosuccinimide (1.63 g, 9.19 mmol), and azobisisobutyronitrile (100 mg) in carbon tetrachloride (35 mL) was refluxed for 14 h, while 3×50 mg of AlBN were added every 3 h during the reaction. The insoluble material formed was removed by filtration and the filtrate was concentrated. The residue was dissolved in DMF (100 mL) and potassium phthalimide (1.3 g, 7.02 mmol) was added. The mixture was stirred for 5 h at ... Reactants: BrCC(=O)C1=CC=C(C(=O)OCC)C=C1 (ethyl 4-bromoacetylbenzoate), C1=CC=C2C(=C1)C(=O)[N-]S2(=O)=O.[Na+] (sodium saccharinate). The solvent is CN(C=O)C (dimethylformamide). The product is C(=O)(OCC)C1=CC=C(C(=O)CN2S(=O)(=O)C3=CC=CC=C3C2=O)C=C1 (N-[(4-Carbethoxybenzoyl)methyl]saccharin). As a reaction SMILES: Br[CH2:2][C:3]([C:5]1[CH:15]=[CH:14][C:8]([C:9]([O:11][CH2:12][CH3:13])=[O:10])=[CH:7][CH:6]=1)=[O:4].[CH:16]1[CH:21]=[C:20]2[C:22]([N-:24][S:25](=[O:27])(=[O:26])[C:19]2=[CH:18][CH:17]=1)=[O:23].[Na+]>CN(C)C=O>[C:9]([C:8]1[CH:14]=[CH:15][C:5]([C:3]([CH2:2][N:24]2[C:22](=[O:23])[C:20]3[C:19](=[CH:18][CH:17]=[CH:16][CH:21]=3)[S:25]2(=[O:27])=[O:26])=[O:4])=[CH:6][CH:7]=1)([O:11][CH2:12][CH3:13])=[O:10] |f:1.2|. Procedure: 45 mmol of ethyl 4-bromoacetylbenzoate in 120 ml of dimethylformamide and 48 mmol of sodium saccharinate are maintained at 100° C. for 180 minutes. After evaporation of the solvent, taking up in 200 ml of water, extraction with dichloromethane, drying and evaporation, the residue is taken up in isopropyl ether, then filtered and taken to the expected product. Starting materials: COCCOC, N#Cc1ccc(N(CCO)CC(F)(F)F)cc1C(F)(F)F, Oc1cccnc1. Yields the product N#Cc1ccc(N(CCOc2cccnc2)CC(F)(F)F)cc1C(F)(F)F. RXN SMILES: [CH3:29][O:30][CH2:31][CH2:32][O:33][CH3:34].[OH:1][CH2:2][CH2:3][N:4]([c:5]1[cH:6][c:7]([C:13]([F:14])([F:15])[F:16])[c:8]([C:9]#[N:10])[cH:11][cH:12]1)[CH2:17][C:18]([F:19])([F:20])[F:21].[OH:22][c:23]1[cH:24][n:25][cH:26][cH:27][cH:28]1>>[O:1]([CH2:2][CH2:3][N:4]([c:5]1[cH:6][c:7]([C:13]([F:14])([F:15])[F:16])[c:8]([C:9]#[N:10])[cH:11][cH:12]1)[CH2:17][C:18]([F:19])([F:20])[F:21])[c:23]1[cH:24][n:25][cH:26][cH:27][cH:28]1. The reactants are C1(=CC=CC=C1)C (toluene), ClC1=NC=C(C=C1N)F (2-chloro-5-fluoropyridin-3-amine), bis(tricyclohexyl phosphine)palladium (II) chloride, C(C)(C)N(CC)C(C)C (diisopropylethylamine), C(C)(C)N(CC)C(C)C (diisopropylethylamine), C(=O)O (formic acid), C(=O)O (formic acid), resultant mixture. Reagents/catalysts: C(C)(C)(C)P(C1=C(C=CC=C1)C1=CC=CC=C1)C(C)(C)C (2-(di-tert-butylphosphino)biphenyl). Solvent: O (water), C(C=C)(=O)OCCCC (butyl acrylate). The product is FC1=CN=C2CCC(NC2=C1)=O (7-fluoro-3,4-dihydro-1,5-naphthyridin-2(1H)-one). Isolated yield 63.5%. As a reaction SMILES: Cl[C:2]1[C:7]([NH2:8])=[CH:6][C:5]([F:9])=[CH:4][N:3]=1.[CH:10](N(C(C)C)CC)([CH3:12])[CH3:11].C(O)=[O:20].C1(C)C=CC=CC=1>C(OCCCC)(=O)C=C.C(P(C(C)(C)C)C1C=CC=CC=1C1C=CC=CC=1)(C)(C)C.O>[F:9][C:5]1[CH:6]=[C:7]2[C:2]([CH2:11][CH2:10][C:12](=[O:20])[NH:8]2)=[N:3][CH:4]=1. Procedure details: To a suspension of 25.0 g of 2-chloro-5-fluoropyridin-3-amine, 3.8 g of bis(tricyclohexyl phosphine)palladium (II) chloride and 1.5 g of 2-(di-tert-butylphosphino)biphenyl in 75 mL of butyl acrylate, 44.1 g of diisopropylethylamine was added, 15.7 g of formic acid was added dropwise thereto at room temperature, and the mixture was refluxed for 3 hours. To the reaction mixture, 32.1 g of diisopropylethylamine and 11.5 g of formic acid were added at 100° C., and the mixture was refluxed for 5 hour... Starting materials: [Si](C)(C)(C(C)(C)C)OC1=C(C=C(C=C1)NC(=O)NCC=1C=C2CN(C(C2=CC1)=O)C1C(NC(CC1)=O)=O)C (1-(4-(tert-butyldimethylsilyloxy)-3-methylphenyl)-3-((2-(2,6-dioxopiperidin-3-yl)-1-oxoisoindolin-5-yl)methyl)urea), Cl (HCl). The solvent is C(Cl)Cl (methylene chloride), CCOCC (ether). Conditions: time 16 hour. The product is O=C1NC(CCC1N1C(C2=CC=C(C=C2C1)CNC(=O)NC1=CC(=C(C=C1)O)C)=O)=O (1-((2-(2,6-dioxopiperidin-3-yl)-1-oxoisoindolin-5-yl)methyl)-3-(4-hydroxy-3-methylphenyl)urea). Isolated yield 105.2%. Reaction SMILES: [Si]([O:8][C:9]1[CH:14]=[CH:13][C:12]([NH:15][C:16]([NH:18][CH2:19][C:20]2[CH:21]=[C:22]3[C:26](=[CH:27][CH:28]=2)[C:25](=[O:29])[N:24]([CH:30]2[CH2:35][CH2:34][C:33](=[O:36])[NH:32][C:31]2=[O:37])[CH2:23]3)=[O:17])=[CH:11][C:10]=1[CH3:38])(C(C)(C)C)(C)C.Cl>C(Cl)Cl.CCOCC>[O:37]=[C:31]1[CH:30]([N:24]2[CH2:23][C:22]3[C:26](=[CH:27][CH:28]=[C:20]([CH2:19][NH:18][C:16]([NH:15][C:12]4[CH:13]=[CH:14][C:9]([OH:8])=[C:10]([CH3:38])[CH:11]=4)=[O:17])[CH:21]=3)[C:25]2=[O:29])[CH2:35][CH2:34][C:33](=[O:36])[NH:32]1. Procedure details: To a solution of the product from Step 3 (0.5 g, 0.9 mmol) in methylene chloride (20 mL) was added 2N HCl in ether (2 mL). The mixture stirred for 16 h at ambient temperature. The precipitated product was isolated by filtration, and was rinsed with methylene chloride (20 mL) and dried under vacuum, providing 0.4 g of 1-((2-(2,6-dioxopiperidin-3-yl)-1-oxoisoindolin-5-yl)methyl)-3-(4-hydroxy-3-methylphenyl)urea as an off-white solid, in quantitative yield; HPLC: Waters Symmetry C18, 5 μm, 3.9×150 ...